Dataset: the Open Reaction Database (ORD), a public repository of structured organic reaction records. Task: describe an organic reaction: reactants, conditions, products, and yield Reactants: C(C)(=O)NC=1C(=CC2=C(N(CC(O2)(C)C)C2=[N+](C=CC=C2)[O-])C1)[N+](=O)[O-] (2-(6-acetamido-3,4dihydro-2,2-dimethyl-7-nitro-2H-1,4-benzoxazin-4-yl)pyridine 1-oxide). The reagents and catalysts are [C].[Pd] (palladium-carbon). The solvent is C(C)(=O)O (acetic acid). Conditions: temperature 100 celsius, time 30 minute. Yields the product CC=1NC2=C(N1)C=C1C(=C2)OC(CN1C1=[N+](C=CC=C1)[O-])(C)C (2-(7,8-dihydro-2,6,6-trimethyl-6H-[1,4]oxazino[2,3-f]benzimidazol-8-yl)pyridine 1-oxide). The yield is 41.6%. As a reaction SMILES: [C:1]([NH:4][C:5]1[C:6]([N+:24]([O-])=O)=[CH:7][C:8]2[O:13][C:12]([CH3:15])([CH3:14])[CH2:11][N:10]([C:16]3[CH:21]=[CH:20][CH:19]=[CH:18][N+:17]=3[O-:22])[C:9]=2[CH:23]=1)(=O)[CH3:2]>C(O)(=O)C.[C].[Pd]>[CH3:2][C:1]1[NH:24][C:6]2[CH:7]=[C:8]3[O:13][C:12]([CH3:15])([CH3:14])[CH2:11][N:10]([C:16]4[CH:21]=[CH:20][CH:19]=[CH:18][N+:17]=4[O-:22])[C:9]3=[CH:23][C:5]=2[N:4]=1 |f:2.3|. Reported procedure: To a solution of 500 mg 2-(6-acetamido-3,4dihydro-2,2-dimethyl-7-nitro-2H-1,4-benzoxazin-4-yl)pyridine 1-oxide in 10 ml acetic acid, was added 40 mg 10% palladium-carbon to perform catalytic hydrogenation, the reaction mixture was filtered by the use of Celite, and the filtrate was stirred at 100° C. for 30 minutes. After cooling, the solvent was distilled off under reduced pressure, the rest was neutralized by addition of a saturated aqueous solution of sodium bicarbonate and extracted with chl... Starting materials: C(\C=C\CCCCCCCCC)=O (trans-2-dodecenal), CCCCCC.C(C)(=O)OCC (n-hexane ethyl acetate), C(=O)(OC)C=P(C1=CC=CC=C1)(C1=CC=CC=C1)C1=CC=CC=C1 ((carbomethoxymethylene)-triphenylphosphorane). The solvent is C(Cl)Cl (methylene chloride). Run at time 2 hour. Yields the product methyl ester, C(\C=C\C=C\CCCCCCCCC)(=O)O (trans,trans-2,4-tetradecadienoic acid). As a reaction SMILES: [CH:1](=O)/[CH:2]=[CH:3]/[CH2:4][CH2:5][CH2:6][CH2:7][CH2:8][CH2:9][CH2:10][CH2:11][CH3:12].C(C=P(C1C=CC=CC=1)(C1C=CC=CC=1)C1C=CC=CC=1)(OC)=O.CCCCCC.[C:44]([O:47]CC)(=[O:46])[CH3:45]>C(Cl)Cl>[C:44]([OH:47])(=[O:46])/[CH:45]=[CH:1]/[CH:2]=[CH:3]/[CH2:4][CH2:5][CH2:6][CH2:7][CH2:8][CH2:9][CH2:10][CH2:11][CH3:12] |f:2.3|. Procedure: To trans-2-dodecenal (4.5 g) dissolved in methylene chloride (80 ml) was added (carbomethoxymethylene)-triphenylphosphorane (8.3 g), and the mixture was stirred for 2 hours. The reaction mixture was subjected to chromatography on a silica gel column with eluent systems of n-hexane-ethyl acetate (from 100:1 to 20:1) to give the methyl ester of trans,trans-2,4-tetradecadienoic acid (5.4 g). Potassium hydroxide (6.5 g) was dissolved in a mixed solvent of ethanol-water (1:1) (100 ml). The methyl est... The reactants are CC(O)C(C)O, Fc1cccc(CSc2nc(Cl)cc(Cl)n2)c1F, [H-], [Na+], C1CCOC1. Yields the product CC(O)C(C)Oc1cc(Cl)nc(SCc2cccc(F)c2F)n1. Reaction SMILES: [CH3:1][CH:2]([CH:3]([CH3:4])[OH:5])[OH:6].[Cl:7][c:8]1[n:9][c:10]([S:15][CH2:16][c:17]2[c:18]([F:24])[c:19]([F:23])[cH:20][cH:21][cH:22]2)[n:11][c:12]([Cl:14])[cH:13]1.[H-:25].[Na+:26].[O:27]1[CH2:28][CH2:29][CH2:30][CH2:31]1>>[CH3:1][CH:2]([CH:3]([CH3:4])[O:5][c:12]1[n:11][c:10]([S:15][CH2:16][c:17]2[c:18]([F:24])[c:19]([F:23])[cH:20][cH:21][cH:22]2)[n:9][c:8]([Cl:7])[cH:13]1)[OH:6]. Starting materials: Cl (hydrogen chloride), NC1=NC=C(C=N1)C#CC=1C=CC(=C(C(=O)NC2=C(C=CC(=C2)C(F)(F)F)N2C[C@H](CCC2)N(C(OC(C)(C)C)=O)C)C1)F ((S)-tert-butyl 1-(2-(5-(2-(2-aminopyrimidin-5-yl)ethynyl)-2-fluorobenzamido)-4-(trifluoromethyl)phenyl)piperidin-3-yl(methyl)carbamate), [OH-].[Na+] (NaOH), C(Cl)Cl (CH2Cl2). The solvent is O1CCOCC1 (dioxane), CO (MeOH), CCOC(=O)C (EtOAc), O1CCOCC1 (dioxane). Reaction conditions: time 30 minute. Yields the product NC1=NC=C(C=N1)C#CC=1C=CC(=C(C(=O)NC2=C(C=CC(=C2)C(F)(F)F)N2C[C@H](CCC2)NC)C1)F ((S)-5-(2-(2-aminopyrimidin-5-yl)ethynyl)-2-fluoro-N-(2-(3-(methylamino)piperidin-1-yl)-5-(trifluoromethyl)phenyl)benzamide). RXN SMILES: [NH2:1][C:2]1[N:7]=[CH:6][C:5]([C:8]#[C:9][C:10]2[CH:11]=[CH:12][C:13]([F:44])=[C:14]([CH:43]=2)[C:15]([NH:17][C:18]2[CH:23]=[C:22]([C:24]([F:27])([F:26])[F:25])[CH:21]=[CH:20][C:19]=2[N:28]2[CH2:33][CH2:32][CH2:31][C@H:30]([N:34](C)[C:35](=O)OC(C)(C)C)[CH2:29]2)=[O:16])=[CH:4][N:3]=1.Cl.C(Cl)Cl.[OH-].[Na+]>O1CCOCC1.CCOC(C)=O.CO>[NH2:1][C:2]1[N:3]=[CH:4][C:5]([C:8]#[C:9][C:10]2[CH:11]=[CH:12][C:13]([F:44])=[C:14]([CH:43]=2)[C:15]([NH:17][C:18]2[CH:23]=[C:22]([C:24]([F:27])([F:25])[F:26])[CH:21]=[CH:20][C:19]=2[N:28]2[CH2:33][CH2:32][CH2:31][C@H:30]([NH:34][CH3:35])[CH2:29]2)=[O:16])=[CH:6][N:7]=1 |f:3.4|. Reported procedure: To a yellow solution of (S)-tert-butyl 1-(2-(5-(2-(2-aminopyrimidin-5-yl)ethynyl)-2-fluorobenzamido)-4-(trifluoromethyl)phenyl)piperidin-3-yl(methyl)carbamate (0.397 g, 0.65 mmol) in 3 mL dioxane at 0 deg. C. was added hydrogen chloride 4.0 M in dioxane (1.6 ml, 6.5 mmol). The reaction was allowed to warm to ambient temp, as the clump, which formed would not go into solution. 3 mL of CH2Cl2, was added followed by 5 mL MeOH to give a homogenous yellow solution. After 30 min, the solution was conc...